Dataset: the Open Reaction Database (ORD), a public repository of structured organic reaction records. Task: describe an organic reaction: reactants, conditions, products, and yield Reactants: [BH4-], COc1cc(Br)ccc1OCC(=O)C1CC1, C1CCOC1, CO, [Na+]. The product is COc1cc(Br)ccc1OCC(O)C1CC1. Reaction SMILES: [BH4-:19].[Br:1][c:2]1[cH:3][c:4]([O:15][CH3:16])[c:5]([O:6][CH2:7][C:8](=[O:9])[CH:10]2[CH2:11][CH2:12]2)[cH:13][cH:14]1.[CH2:21]1[O:22][CH2:23][CH2:24][CH2:25]1.[CH3:17][OH:18].[Na+:20]>>[Br:1][c:2]1[cH:3][c:4]([O:15][CH3:16])[c:5]([O:6][CH2:7][CH:8]([OH:9])[CH:10]2[CH2:11][CH2:12]2)[cH:13][cH:14]1. Starting materials: N1=CC=C(C=C1)C(=O)CCCC (n-butyl 4-pyridyl ketone), C(NN)(=O)OCC (ethyl carbazate), C(C)O (ethanol). Reagents/catalysts: C1(=CC=C(C=C1)S(=O)(=O)O)C (p-Toluenesulfonic acid). Solvent: CO.C(Cl)Cl (MeOH CH2Cl2). Product: N1=CC=C(C=C1)C(CCCC)=NNC(=O)OCC (ethyl [1-(4-pyridinyl)pentylidene]carbazate). Isolated yield 54.0%. As a reaction SMILES: [N:1]1[CH:6]=[CH:5][C:4]([C:7]([CH2:9][CH2:10][CH2:11][CH3:12])=O)=[CH:3][CH:2]=1.[C:13]([O:17][CH2:18][CH3:19])(=[O:16])[NH:14][NH2:15].C(O)C>C1(C)C=CC(S(O)(=O)=O)=CC=1.CO.C(Cl)Cl>[N:1]1[CH:6]=[CH:5][C:4]([C:7](=[N:15][NH:14][C:13]([O:17][CH2:18][CH3:19])=[O:16])[CH2:9][CH2:10][CH2:11][CH3:12])=[CH:3][CH:2]=1 |f:4.5|. Procedure: A mixture of 8.3 gm (0.055 mole) of n-butyl 4-pyridyl ketone, 6.1 gm (0.059 mole) of ethyl carbazate and 150 ml of absolute ethanol is refluxed 17 hr. A Tlc (3% MeOH/CH2Cl2 on Silica gel) shows 50% starting material remaining. p-Toluenesulfonic acid (0.3 gm) is added and the reaction mixture refluxed 17 hr more. Tlc shows no remaining starting materials. The reaction is concentrated in vacuo. The residue is slurried with water and the solid collected, washed with water and dried. Crystallization... Starting materials: CN(C)CC(C(=O)O)=C (2-dimethylaminomethylacrylic acid), S(O)(O)(=O)=O (sulphuric acid), C(C)O (ethanol). Product: CN(C)CC(C(=O)OCC)=C (Ethyl 2-dimethylaminomethylacrylate). Reaction SMILES: [CH3:1][N:2]([CH2:4][C:5](=[CH2:9])[C:6]([OH:8])=[O:7])[CH3:3].S(=O)(=O)(O)O.[CH2:15](O)[CH3:16]>>[CH3:1][N:2]([CH2:4][C:5](=[CH2:9])[C:6]([O:8][CH2:15][CH3:16])=[O:7])[CH3:3]. Procedure details: A solution of the 2-dimethylaminomethylacrylic acid (35 g) compound prepared as in Example 1 in ethanol (350 ml) and concentrated sulphuric acid (60 ml) were boiled under reflux for three hours. The solution was evaporated to half volume and poured into water (1 liter). The aqueous solution was neutralised by the addition of solid sodium carbonate and extracted with ether. Evaporation of the ether solution gave a pale brown oil which was distilled to give a colourless oil (boiling point 84° C/20... The reactants are CCCCCCOc1ccc(C(=O)Nc2ccc(C(=O)OC)cc2)cc1, CCO, NN, O. Product: CCCCCCOc1ccc(C(=O)Nc2ccc(C(=O)NN)cc2)cc1. As a reaction SMILES: [CH2:1]([CH2:2][CH2:3][CH2:4][CH2:5][CH3:6])[O:7][c:8]1[cH:9][cH:10][c:11]([C:12](=[O:13])[NH:14][c:15]2[cH:16][cH:17][c:18]([C:19](=[O:20])[O:21][CH3:22])[cH:23][cH:24]2)[cH:25][cH:26]1.[CH3:30][CH2:31][OH:32].[NH2:28][NH2:29].[OH2:27]>>[CH2:1]([CH2:2][CH2:3][CH2:4][CH2:5][CH3:6])[O:7][c:8]1[cH:9][cH:10][c:11]([C:12](=[O:13])[NH:14][c:15]2[cH:16][cH:17][c:18]([C:19](=[O:20])[NH:28][NH2:29])[cH:23][cH:24]2)[cH:25][cH:26]1. Starting materials: C([O-])([O-])=O.[K+].[K+] (Potassium carbonate), C(Cl)C1CO1 (epichlorohydrin), C1(=CC=CC=C1)COC=1C=CC(=C2CCC(NC12)=O)O (8-Phenylmethoxy-3,4-dihydro-5-hydroxycarbostyril). The solvent is C(C)O (ethanol). Yields the product C1(=CC=CC=C1)COC=1C=CC(=C2CCC(NC12)=O)OCC1CO1 (8-phenylmethoxy-5-(2,3-epoxypropoxy)-3,4-dihydrocarbostyril). Yield: 89.1%. As a reaction SMILES: [C:1]1([CH2:7][O:8][C:9]2[CH:10]=[CH:11][C:12]([OH:20])=[C:13]3[C:18]=2[NH:17][C:16](=[O:19])[CH2:15][CH2:14]3)[CH:6]=[CH:5][CH:4]=[CH:3][CH:2]=1.C(=O)([O-])[O-].[K+].[K+].[CH2:27]([CH:29]1[O:31][CH2:30]1)Cl>C(O)C>[C:1]1([CH2:7][O:8][C:9]2[CH:10]=[CH:11][C:12]([O:20][CH2:27][CH:29]3[O:31][CH2:30]3)=[C:13]3[C:18]=2[NH:17][C:16](=[O:19])[CH2:15][CH2:14]3)[CH:2]=[CH:3][CH:4]=[CH:5][CH:6]=1 |f:1.2.3|. Procedure details: 8-Phenylmethoxy-3,4-dihydro-5-hydroxycarbostyril (32.5 g) was dissolved in ethanol (300 mL). Potassium carbonate (25 g) and epichlorohydrin (45 g) were added to the solution, and the mixture heated under reflux for four hours. After cooling, the ethanol was evaporated and water added. The aqueous solution was then extracted with methylene chloride, the resulting solution was washed with water, dried over sodium sulfate and the methylene chloride was evaporated under reduced pressure. The residue... The reactants are [Al+3], C1CCOC1, CCc1ccc(CCC(=O)OC)o1, [H-], [H-], [H-], [H-], [Li+]. The product is CCc1ccc(CCCO)o1. As a reaction SMILES: [Al+3:2].[CH2:20]1[O:21][CH2:22][CH2:23][CH2:24]1.[CH2:7]([CH3:8])[c:9]1[cH:10][cH:11][c:12]([CH2:14][CH2:15][C:16](=[O:17])[O:18][CH3:19])[o:13]1.[H-:1].[H-:4].[H-:5].[H-:6].[Li+:3]>>[CH2:7]([CH3:8])[c:9]1[cH:10][cH:11][c:12]([CH2:14][CH2:15][CH2:16][OH:17])[o:13]1. Reactants: ClC1=C(C=C(C=C1)C1OC(=O)C2=CC=CC=C12)S(=O)(=O)Cl (3-(4'-chloro-3'-chlorosulfonylphenyl)phthalide), P(Cl)(Cl)(Cl)(Cl)Cl (phosphorous pentachloride). The product is ClC1(OC(=O)C2=CC=CC=C12)C1=CC(=C(C=C1)Cl)S(=O)(=O)Cl (3-Chloro-3-(4'-chloro-3'-chlorosulphonylphenyl)phthalide). Reaction SMILES: [Cl:1][C:2]1[CH:7]=[CH:6][C:5]([CH:8]2[C:17]3[C:12](=[CH:13][CH:14]=[CH:15][CH:16]=3)[C:10](=[O:11])[O:9]2)=[CH:4][C:3]=1[S:18]([Cl:21])(=[O:20])=[O:19].P(Cl)(Cl)(Cl)(Cl)[Cl:23]>ClC1C=CC=CC=1>[Cl:23][C:8]1([C:5]2[CH:6]=[CH:7][C:2]([Cl:1])=[C:3]([S:18]([Cl:21])(=[O:20])=[O:19])[CH:4]=2)[C:17]2[C:12](=[CH:13][CH:14]=[CH:15][CH:16]=2)[C:10](=[O:11])[O:9]1. Run in ClC1=CC=CC=C1 (chlorobenzene). Procedure: In a preferred procedure, 3-(4'-chloro-3'-chlorosulfonylphenyl)phthalide (17.15 g) and phosphorous pentachloride (104 g.) is heated under reflux for 2.5 hours in 300 ml of chlorobenzene. The cooled solution is extracted three times with 100 ml portions of water, dried (Na2SO4), filtered, and concentrated under a reduced pressure to give a yellow oil from which the title compound can be fractionally crystallized.